From a dataset of the Open Reaction Database (ORD), a public repository of structured organic reaction records. describe an organic reaction: reactants, conditions, products, and yield Reactants: ClC/C=C/CN1C(C=2C(C1=O)=CC=CC2)=O (N-[4-chloro(trans) 2-butenyl]phthalimide), N1(CCCCC1)CC=1C=C(C=CC1)O (3-(1-piperidinomethyl)phenol), NN (hydrazine). Product: N1(CCCCC1)CC=1C=C(OC/C=C/CN)C=CC1 (4-[3-(1-piperidinomethyl)phenoxy]-(trans) 2-butenylamine). RXN SMILES: Cl[CH2:2]/[CH:3]=[CH:4]/[CH2:5][N:6]1[C:10](=O)[C:9]2=[CH:12][CH:13]=[CH:14][CH:15]=[C:8]2[C:7]1=O.[N:17]1([CH2:23][C:24]2[CH:25]=[C:26]([OH:30])C=CC=2)CCCCC1.NN>>[N:6]1([CH2:7][C:8]2[CH:15]=[C:14]([CH:13]=[CH:12][CH:9]=2)[O:30][CH2:26]/[CH:25]=[CH:24]/[CH2:23][NH2:17])[CH2:10][CH2:2][CH2:3][CH2:4][CH2:5]1. Procedure: In the same manner as in Example 1, the N-[4-chloro(trans) 2-butenyl]phthalimide was reacted with 3-(1-piperidinomethyl)phenol, followed by hydrolysis with hydrazine to obtain 1.56 g of 4-[3-(1-piperidinomethyl)phenoxy]-(trans) 2-butenylamine. To a solution of 1 g of this amine compound in 30 ml of chloroform was added 0.9 g of the 3-chloro-4-methyl-1,2,4-benzothiadiazine-1,1-dioxide, followed by the same treatment as in Example 1 to obtain 1.57 g of white crystalline 3-[N-[4-[3-(1-piperidinomet... Reactants: CN1CCCC(CO)C1, CN(C)c1ccncc1, ClCCl, Cc1ccc(S(=O)(=O)Cl)cc1. The product is Cc1ccc(S(=O)(=O)OCC2CCCN(C)C2)cc1. RXN SMILES: [CH3:1][N:2]1[CH2:3][CH:4]([CH2:8][OH:9])[CH2:5][CH2:6][CH2:7]1.[CH3:21][N:22]([CH3:23])[c:24]1[cH:25][cH:26][n:27][cH:28][cH:29]1.[Cl:30][CH2:31][Cl:32].[c:10]1([CH3:20])[cH:11][cH:12][c:13]([S:16](=[O:17])(=[O:18])[Cl:19])[cH:14][cH:15]1>>[CH3:1][N:2]1[CH2:3][CH:4]([CH2:8][O:9][S:16]([c:13]2[cH:12][cH:11][c:10]([CH3:20])[cH:15][cH:14]2)(=[O:17])=[O:18])[CH2:5][CH2:6][CH2:7]1. Reactants: c1ccc(CC2CO2)cc1, CC(C)O, O=C(NCC1CCNCC1)c1cn[nH]c1. Product: O=C(NCC1CCN(CC(O)Cc2ccccc2)CC1)c1cn[nH]c1. RXN SMILES: [CH2:1]([c:2]1[cH:3][cH:4][cH:5][cH:6][cH:7]1)[CH:8]1[O:9][CH2:10]1.[CH:26]([OH:27])([CH3:28])[CH3:29].[NH:11]1[CH2:12][CH2:13][CH:14]([CH2:17][NH:18][C:19](=[O:20])[c:21]2[cH:22][n:23][nH:24][cH:25]2)[CH2:15][CH2:16]1>>[CH2:1]([c:2]1[cH:3][cH:4][cH:5][cH:6][cH:7]1)[CH:8]([OH:9])[CH2:10][N:11]1[CH2:12][CH2:13][CH:14]([CH2:17][NH:18][C:19](=[O:20])[c:21]2[cH:22][nH:23][n:24][cH:25]2)[CH2:15][CH2:16]1. Reactants: FC1=CC=C(COC2=C(C(=O)O)C=C(C(=C2)C(=O)N2CCOCC2)C=2C=NN(C2)C)C=C1 (2-((4-fluorobenzyl)oxy)-5-(1-methyl-1H-pyrazol-4-yl)-4-(morpholine-4-carbonyl)benzoic acid), C(CCl)Cl (EDC), ON1N=NC2=C1N=CC=C2 (1-hydroxy-7-azabenzotriazole), CCN(C(C)C)C(C)C (DIPEA). Reaction SMILES: [F:1][C:2]1[CH:32]=[CH:31][C:5]([CH2:6][O:7][C:8]2[CH:16]=[C:15]([C:17]([N:19]3[CH2:24][CH2:23][O:22][CH2:21][CH2:20]3)=[O:18])[C:14]([C:25]3[CH:26]=[N:27][N:28]([CH3:30])[CH:29]=3)=[CH:13][C:9]=2[C:10]([OH:12])=O)=[CH:4][CH:3]=1.[CH2:33]([Cl:36])[CH2:34]Cl.O[N:38]1[C:42]2N=C[CH:45]=[CH:46][C:41]=2N=N1.CCN(C(C)C)C(C)C>CN(C)C=O>[Cl:36][C:33]1[CH:34]=[C:42]([NH:38][C:10](=[O:12])[C:9]2[CH:13]=[C:14]([C:25]3[CH:26]=[N:27][N:28]([CH3:30])[CH:29]=3)[C:15]([C:17]([N:19]3[CH2:24][CH2:23][O:22][CH2:21][CH2:20]3)=[O:18])=[CH:16][C:8]=2[O:7][CH2:6][C:5]2[CH:31]=[CH:32][C:2]([F:1])=[CH:3][CH:4]=2)[CH:41]=[CH:46][CH:45]=1. Solvent: CN(C=O)C (N,N-Dimethylformamide). Run at time 8 hour. Procedure: To a solution of 2-((4-fluorobenzyl)oxy)-5-(1-methyl-1H-pyrazol-4-yl)-4-(morpholine-4-carbonyl)benzoic acid (150 mg, 0.341 mmol) (may be prepared as described in description D68) in N,N-Dimethylformamide (DMF) (3 mL), was added EDC (98 mg, 0.512 mmol), 1-hydroxy-7-azabenzotriazole (55.8 mg, 0.410 mmol), DIPEA (0.119 mL, 0.683 mmol) 3-chloroaniline (0.054 mL, 0.512 mmol) and the mixture was stirred at room temperature overnight. The organics were evaporated and the residue was purified using the ... Product: ClC=1C=C(C=CC1)NC(C1=C(C=C(C(=C1)C=1C=NN(C1)C)C(=O)N1CCOCC1)OCC1=CC=C(C=C1)F)=O (N-(3-chlorophenyl)-2-((4-fluorobenzyl)oxy)-5-(1-methyl-1H-pyrazol-4-yl)-4-(morpholine-4-carbonyl)benzamide). Starting materials: O=C(Cl)C(Cl)c1ccccc1Cl, C1CCOC1, OC(CN1CCCC1)c1ccccc1. The product is O=C(OC(CN1CCCC1)c1ccccc1)C(Cl)c1ccccc1Cl. Reaction SMILES: [Cl:15][c:16]1[c:17]([CH:22]([C:23](=[O:24])[Cl:25])[Cl:26])[cH:18][cH:19][cH:20][cH:21]1.[O:27]1[CH2:28][CH2:29][CH2:30][CH2:31]1.[c:1]1([CH:7]([CH2:8][N:9]2[CH2:10][CH2:11][CH2:12][CH2:13]2)[OH:14])[cH:2][cH:3][cH:4][cH:5][cH:6]1>>[c:1]1([CH:7]([CH2:8][N:9]2[CH2:10][CH2:11][CH2:12][CH2:13]2)[O:14][C:23]([CH:22]([c:17]2[c:16]([Cl:15])[cH:21][cH:20][cH:19][cH:18]2)[Cl:26])=[O:24])[cH:2][cH:3][cH:4][cH:5][cH:6]1. Starting materials: C=CCOC(=O)C1(C(=O)OCC=C)Oc2ccc(CC(C)N(CC(O)c3cccc(Cl)c3)C(=O)OCC(Cl)(Cl)Cl)cc2O1, CC(=O)O. The product is C=CCOC(=O)C1(C(=O)OCC=C)Oc2ccc(CC(C)NCC(O)c3cccc(Cl)c3)cc2O1. As a reaction SMILES: [CH2:1]([CH:2]=[CH2:3])[O:4][C:5](=[O:6])[C:7]1([C:38](=[O:39])[O:40][CH2:41][CH:42]=[CH2:43])[O:8][c:9]2[c:10]([cH:12][cH:13][c:14]([CH2:16][CH:17]([CH3:18])[N:19]([C:20]([O:21][CH2:22][C:23]([Cl:24])([Cl:25])[Cl:26])=[O:27])[CH2:28][CH:29]([OH:30])[c:31]3[cH:32][c:33]([Cl:37])[cH:34][cH:35][cH:36]3)[cH:15]2)[O:11]1.[CH3:44][C:45](=[O:46])[OH:47]>>[CH2:1]([CH:2]=[CH2:3])[O:4][C:5](=[O:6])[C:7]1([C:38](=[O:39])[O:40][CH2:41][CH:42]=[CH2:43])[O:8][c:9]2[c:10]([cH:12][cH:13][c:14]([CH2:16][CH:17]([CH3:18])[NH:19][CH2:28][CH:29]([OH:30])[c:31]3[cH:32][c:33]([Cl:37])[cH:34][cH:35][cH:36]3)[cH:15]2)[O:11]1. Reactants: OC1=C(C=NC2=CC(=CC=C12)SC)C(=O)OCC (ethyl 4-hydroxy-7-(methylsulfanyl)-3-quinolinecarboxylate), ClC1=CC=C(CN)C=C1 (4-chlorobenzylamine). The solvent is C(Cl)(Cl)Cl (CHCl3), CO (MeOH). Product: ClC1=CC=C(CNC(=O)C=2C=NC3=CC(=CC=C3C2O)SC)C=C1 (N-(4-chlorobenzyl)-4-hydroxy-7-(methylsulfanyl)-3-quinolinecarboxamide). The yield is 92.0%. As a reaction SMILES: [OH:1][C:2]1[C:11]2[C:6](=[CH:7][C:8]([S:12][CH3:13])=[CH:9][CH:10]=2)[N:5]=[CH:4][C:3]=1[C:14]([O:16]CC)=O.[Cl:19][C:20]1[CH:27]=[CH:26][C:23]([CH2:24][NH2:25])=[CH:22][CH:21]=1>C(Cl)(Cl)Cl.CO>[Cl:19][C:20]1[CH:27]=[CH:26][C:23]([CH2:24][NH:25][C:14]([C:3]2[CH:4]=[N:5][C:6]3[C:11]([C:2]=2[OH:1])=[CH:10][CH:9]=[C:8]([S:12][CH3:13])[CH:7]=3)=[O:16])=[CH:22][CH:21]=1. Reported procedure: A solution of 50 mg of ethyl 4-hydroxy-7-(methylsulfanyl)-3-quinolinecarboxylate in 200 μL of 4-chlorobenzylamine is heated at 190° C. under argon for 16 h, then cooled and diluted with CHCl3 and MeOH. The solution is washed with dil. HCl, dried (Na2SO4), and concentrated under reduced pressure to a yellow solid. Flash chromatography on silica using 2-4% MeOH in CH2Cl2 affords 62.4 mg (92%) of N-(4-chlorobenzyl)-4-hydroxy-7-(methylsulfanyl)-3-quinolinecarboxamide.